This data is from the Open Reaction Database (ORD), a public repository of structured organic reaction records. The task is: describe an organic reaction: reactants, conditions, products, and yield Starting materials: CS(=O)(=O)O, CCOCC, CCO, Cc1ccc(C(=O)Nc2ccc(Oc3ccc4nc(NC(=O)C5CC5)cn4c3)c(F)c2)c(=O)n1-c1ccccc1. Product: CS(=O)(=O)O, Cc1ccc(C(=O)Nc2ccc(Oc3ccc4nc(NC(=O)C5CC5)cn4c3)c(F)c2)c(=O)n1-c1ccccc1. RXN SMILES: [CH3:41][S:42]([OH:43])(=[O:44])=[O:45].[CH3:46][CH2:47][O:48][CH2:49][CH3:50].[CH3:51][CH2:52][OH:53].[CH:1]1([C:4](=[O:5])[NH:6][c:7]2[n:8][c:9]3[n:10]([cH:11][c:12]([O:15][c:16]4[c:17]([F:39])[cH:18][c:19]([NH:22][C:23](=[O:24])[c:25]5[c:26](=[O:38])[n:27](-[c:32]6[cH:33][cH:34][cH:35][cH:36][cH:37]6)[c:28]([CH3:31])[cH:29][cH:30]5)[cH:20][cH:21]4)[cH:13][cH:14]3)[cH:40]2)[CH2:2][CH2:3]1>>[CH3:41][S:42](=[O:43])(=[O:44])[OH:45].[CH:1]1([C:4](=[O:5])[NH:6][c:7]2[n:8][c:9]3[n:10]([cH:11][c:12]([O:15][c:16]4[c:17]([F:39])[cH:18][c:19]([NH:22][C:23](=[O:24])[c:25]5[c:26](=[O:38])[n:27](-[c:32]6[cH:33][cH:34][cH:35][cH:36][cH:37]6)[c:28]([CH3:31])[cH:29][cH:30]5)[cH:20][cH:21]4)[cH:13][cH:14]3)[cH:40]2)[CH2:2][CH2:3]1. Reactants: Cc1ccccc1, CCCC1CCC(C2CCC(CC(O)c3c(C)cc(OCC)c(F)c3F)CC2)CC1, O, O, Cc1ccc(S(=O)(=O)O)cc1. Product: CCCC1CCC(C2CCC(C=Cc3c(C)cc(OCC)c(F)c3F)CC2)CC1. Reaction SMILES: [CH3:44][c:45]1[cH:46][cH:47][cH:48][cH:49][cH:50]1.[F:13][c:14]1[c:15]([CH:25]([CH2:26][CH:27]2[CH2:28][CH2:29][CH:30]([CH:33]3[CH2:34][CH2:35][CH:36]([CH2:39][CH2:40][CH3:41])[CH2:37][CH2:38]3)[CH2:31][CH2:32]2)[OH:42])[c:16]([CH3:24])[cH:17][c:18]([O:21][CH2:22][CH3:23])[c:19]1[F:20].[OH2:1].[OH2:43].[c:2]1([CH3:3])[cH:4][cH:5][c:6]([S:7]([OH:8])(=[O:9])=[O:10])[cH:11][cH:12]1>>[F:13][c:14]1[c:15]([CH:25]=[CH:26][CH:27]2[CH2:28][CH2:29][CH:30]([CH:33]3[CH2:34][CH2:35][CH:36]([CH2:39][CH2:40][CH3:41])[CH2:37][CH2:38]3)[CH2:31][CH2:32]2)[c:16]([CH3:24])[cH:17][c:18]([O:21][CH2:22][CH3:23])[c:19]1[F:20].